This data is from the Open Reaction Database (ORD), a public repository of structured organic reaction records. The task is: describe an organic reaction: reactants, conditions, products, and yield The reactants are O=C([O-])[O-], [Cs+], [Cs+], O=[N+]([O-])c1cccc(S(=O)(=O)OCC2CO2)c1, CN(C)C=O, CNC(=O)Cc1ccc(OC)cc1O. The product is CNC(=O)Cc1ccc(OC)cc1OCC1CO1. As a reaction SMILES: [C:32](=[O:33])([O-:34])[O-:35].[Cs+:36].[Cs+:37].[N+:15]([c:16]1[cH:17][c:18]([S:19]([O:20][CH2:28][CH:29]2[O:30][CH2:31]2)(=[O:21])=[O:22])[cH:23][cH:24][cH:25]1)([O-:26])=[O:27].[O:38]=[CH:39][N:40]([CH3:41])[CH3:42].[OH:1][c:2]1[c:3]([CH2:10][C:11](=[O:12])[NH:13][CH3:14])[cH:4][cH:5][c:6]([O:8][CH3:9])[cH:7]1>>[O:1]([c:2]1[c:3]([CH2:10][C:11](=[O:12])[NH:13][CH3:14])[cH:4][cH:5][c:6]([O:8][CH3:9])[cH:7]1)[CH2:28][CH:29]1[O:30][CH2:31]1. Starting materials: CCCC[N+](CCCC)(CCCC)CCCC.[F-] (TBAF), C1CCOC1 (THF), N1C(=CC=2C1=NC(=CC2)C(=O)OCC)C(=O)OCC (diethyl 1H-pyrrolo[2,3-b]pyridine-2,6-dicarboxylate), N1C(=CC=2C1=NC(=CC2)C(=O)OCC)C(=O)OCC (diethyl 1H-pyrrolo[2,3-b]pyridine-2,6-dicarboxylate), C([O-])([O-])=O.[K+].[K+] (potassium carbonate), BrCCCN1[Si](CC[Si]1(C)C)(C)C (1-(3-bromopropyl)-2,2,5,5-tetramethyl-1-aza-2,5-disilacyclopentane). Solvent: CN1CCCC1=O (NMP). Conditions: time 16 hour. Yields the product O=C1C=2N(CCCN1)C1=C(C2)C=CC(=N1)C(=O)OCC (Ethyl 6-oxo-7,8,9,10-tetrahydro-6H-pyrido[3′,2′:4,5]pyrrolo[1,2-a][1,4]diazepine-2-carboxylate). Isolated yield 93.1%. As a reaction SMILES: [NH:1]1[C:5]2=[N:6][C:7]([C:10]([O:12][CH2:13][CH3:14])=[O:11])=[CH:8][CH:9]=[C:4]2[CH:3]=[C:2]1[C:15]([O:17]CC)=O.C(=O)([O-])[O-].[K+].[K+].Br[CH2:27][CH2:28][CH2:29][N:30]1[Si](C)(C)CC[Si]1(C)C.CCCC[N+](CCCC)(CCCC)CCCC.[F-].C1COCC1>CN1C(=O)CCC1>[O:17]=[C:15]1[NH:30][CH2:29][CH2:28][CH2:27][N:1]2[C:5]3[N:6]=[C:7]([C:10]([O:12][CH2:13][CH3:14])=[O:11])[CH:8]=[CH:9][C:4]=3[CH:3]=[C:2]12 |f:1.2.3,5.6|. Procedure: To a solution of diethyl 1H-pyrrolo[2,3-b]pyridine-2,6-dicarboxylate (Intermediate D, 2.00 g, 7.23 mmol) in NMP (20 mL) is added potassium carbonate (3.16 g, 22.9 mmol) and 1-(3-bromopropyl)-2,2,5,5-tetramethyl-1-aza-2,5-disilacyclopentane (2.28 mL, 9.15 mmol). The mixture is stirred at room temperature for 16 h. 1M TBAF in THF (9.15 mL, 9.15 mmol) is added and the mixture is stirred at room temperature for 3 h. The reaction is poured over ice and the resulting solid is collected by filtration. ...